From a dataset of the Open Reaction Database (ORD), a public repository of structured organic reaction records. describe an organic reaction: reactants, conditions, products, and yield Reactants: CCOP(=O)(CC#N)OCC, O=C(NC1CC(=O)c2ccccc2C1)OCc1ccccc1, COCCOC, [H-], [Na+], O. The product is N#CC=C1CC(NC(=O)OCc2ccccc2)Cc2ccccc21. RXN SMILES: [C:1](#[N:2])[CH2:3][P:4](=[O:5])([O:6][CH2:7][CH3:8])[O:9][CH2:10][CH3:11].[CH2:14]([c:15]1[cH:16][cH:17][cH:18][cH:19][cH:20]1)[O:21][C:22](=[O:23])[NH:24][CH:25]1[CH2:26][C:27](=[O:35])[c:28]2[cH:29][cH:30][cH:31][cH:32][c:33]2[CH2:34]1.[CH3:36][O:37][CH2:38][CH2:39][O:40][CH3:41].[H-:12].[Na+:13].[OH2:42]>>[C:1](#[N:2])[CH:3]=[C:27]1[CH2:26][CH:25]([NH:24][C:22]([O:21][CH2:14][c:15]2[cH:16][cH:17][cH:18][cH:19][cH:20]2)=[O:23])[CH2:34][c:33]2[c:28]1[cH:29][cH:30][cH:31][cH:32]2. Starting materials: Cl (hydrochloric acid), CS(=O)(=O)Cl (methanesulphonyl chloride), OC(CC1=[N+](C=CC=C1)[O-])C(C)(SC1=CC=C(C=C1)C)C (2-[2-hydroxy-3-methyl-3-(4-methylthiophenoxy) butyl]pyridine N-oxide), CS(=O)(=O)Cl (methanesulphonyl chloride). Solvent: N1=CC=CC=C1 (pyridine). Conditions: temperature 20 celsius, time 16 hour. The product is CS(=O)(=O)O.CS(=O)(=O)OC(CC1=[N+](C=CC=C1)[O-])C(C)(SC1=CC=C(C=C1)C)C (2-[2-methanesulphonyloxy-3-methyl-3-(4-methylthiophenoxy)butyl]pyridine N-oxide methanesulphonic acid salt). Isolated yield 44.2%. RXN SMILES: [CH3:1][S:2](Cl)(=[O:4])=[O:3].[OH:6][CH:7]([C:16]([CH3:26])([S:18][C:19]1[CH:24]=[CH:23][C:22]([CH3:25])=[CH:21][CH:20]=1)[CH3:17])[CH2:8][C:9]1[CH:14]=[CH:13][CH:12]=[CH:11][N+:10]=1[O-:15].Cl>N1C=CC=CC=1>[CH3:1][S:2]([OH:4])(=[O:6])=[O:3].[CH3:1][S:2]([O:6][CH:7]([C:16]([CH3:26])([S:18][C:19]1[CH:20]=[CH:21][C:22]([CH3:25])=[CH:23][CH:24]=1)[CH3:17])[CH2:8][C:9]1[CH:14]=[CH:13][CH:12]=[CH:11][N+:10]=1[O-:15])(=[O:4])=[O:3] |f:4.5|. Reported procedure: 1.25 g of methanesulphonyl chloride were added dropwise at 20° C. to a stirred solution of 2.73 g of 2-[2-hydroxy-3-methyl-3-(4-methylthiophenoxy) butyl]pyridine N-oxide in 10 ml of pyridine and the mixture was stirred at 20° C. for 16 hours. A further 1.25 g of methanesulphonyl chloride were then added and the stirring was continued for 3 hours. The mixture was then poured into 2M hydrochloric acid and extracted with ethyl acetate. The solvent was removed by evaporation and the residue was crys... Reactants: COC(=O)c1cc2c(s1)c(C1CCCCC1)c(Br)n2C(=O)OC(C)(C)C, ClCCl, O=C(O)C(F)(F)F. Product: COC(=O)c1cc2[nH]c(Br)c(C3CCCCC3)c2s1. As a reaction SMILES: [Br:1][c:2]1[c:3]([CH:21]2[CH2:22][CH2:23][CH2:24][CH2:25][CH2:26]2)[c:4]2[c:5]([n:6]1[C:7]([O:8][C:9]([CH3:10])([CH3:11])[CH3:12])=[O:13])[cH:14][c:15]([C:17](=[O:18])[O:19][CH3:20])[s:16]2.[Cl:34][CH2:35][Cl:36].[OH:27][C:28]([C:29]([F:30])([F:31])[F:32])=[O:33]>>[Br:1][c:2]1[c:3]([CH:21]2[CH2:22][CH2:23][CH2:24][CH2:25][CH2:26]2)[c:4]2[c:5]([nH:6]1)[cH:14][c:15]([C:17](=[O:18])[O:19][CH3:20])[s:16]2. Starting materials: solution, C(C1=CC=C(C=C1)OC)[Mg]Br (4-anisyl magnesium bromide), ice water, C(C1=CC=CC=C1)CC(C)=O (benzyl acetone), C1CCOC1 (THF), C1CCOC1 (THF). Yields the product OCC(CCC1=CC=CC=C1)C1=CC=C(C=C1)OC (4-(1-hydroxy-4-phenyl-2-butyl) anisole). As a reaction SMILES: [CH2:1]([Mg]Br)[C:2]1[CH:7]=[CH:6][C:5]([O:8][CH3:9])=[CH:4][CH:3]=1.[CH2:12]([CH2:19]C(=O)C)[C:13]1[CH:18]=[CH:17][CH:16]=[CH:15][CH:14]=1.C1C[O:26][CH2:25]C1>>[OH:26][CH2:25][CH:1]([C:2]1[CH:7]=[CH:6][C:5]([O:8][CH3:9])=[CH:4][CH:3]=1)[CH2:19][CH2:12][C:13]1[CH:18]=[CH:17][CH:16]=[CH:15][CH:14]=1. Procedure details: An 0.5M solution of 4-anisyl magnesium bromide in THF (66.7 mL. 33.3 mmol) was added dropwise to an ice-water cooled solution of benzyl acetone (5.0 mL, 33.3 mmol) in THF. The resulting reaction was allowed to warm to room temperature, and after 1h was partitioned between aqueous ammonium chloride and ether. The organic phase was dried over magnesium sulfate, concentrated, and purified by chromatography over silica gel eluted with 1:5 ethyl acetate/hexanes to afford 6.2 g of 4-(1-hydroxy-4-pheny... The reactants are COC=1C=CC2=C(NC(CCC2(C)C)=O)C1 (8-Methoxy-5,5-dimethyl-1,3,4,5-tetrahydro-benzo[b]azepin-2-one), [N+](=O)([O-])[O-].[K+] (Potassium nitrate), FC(C(=O)OC(C(F)(F)F)=O)(F)F (Trifluoroacetic anhydride). Solvent: C(C)#N (Acetonitrile). Reaction conditions: temperature -10 celsius, time 8 hour. Product: COC=1C=CC2=C(NC(CCC2(C)C)=O)C1[N+](=O)[O-] (8-Methoxy-5,5-dimethyl-9-nitro-1,3,4,5-tetrahydro-benzo[b]azepin-2-one), COC=1C(=CC2=C(NC(CCC2(C)C)=O)C1)[N+](=O)[O-] (8-Methoxy-5,5-dimethyl-7-nitro-1,3,4,5-tetrahydro-benzo[b]azepin-2-one). The yield is 22.0%. RXN SMILES: [CH3:1][O:2][C:3]1[CH:4]=[CH:5][C:6]2[C:12]([CH3:14])([CH3:13])[CH2:11][CH2:10][C:9](=[O:15])[NH:8][C:7]=2[CH:16]=1.FC(F)(F)C(OC(=O)C(F)(F)F)=O.[N+:30]([O-:33])([O-:32])=[O:31].[K+]>C(#N)C>[CH3:1][O:2][C:3]1[CH:4]=[CH:5][C:6]2[C:12]([CH3:14])([CH3:13])[CH2:11][CH2:10][C:9](=[O:15])[NH:8][C:7]=2[C:16]=1[N+:30]([O-:32])=[O:31].[CH3:1][O:2][C:3]1[C:4]([N+:30]([O-:33])=[O:31])=[CH:5][C:6]2[C:12]([CH3:14])([CH3:13])[CH2:11][CH2:10][C:9](=[O:15])[NH:8][C:7]=2[CH:16]=1 |f:2.3|. Reported procedure: 8-Methoxy-5,5-dimethyl-1,3,4,5-tetrahydro-benzo[b]azepin-2-one (612 mg, 2.79 mmol) was dissolved in Acetonitrile (25 mL) and was cooled at −10° C. Trifluoroacetic anhydride (1.40 mL, 9.91 mmol) was added followed by Potassium nitrate (0.285 g, 2.82 mmol; Acros). After overnight stirring, the reaction was partitioned between aq. sodium hydroxide and DCM. The organic extract was chromatographed to afford two products, 8-Methoxy-5,5-dimethyl-9-nitro-1,3,4,5-tetrahydro-benzo[b]azepin-2-one (310 mg, ... Reactants: COC=Cc1nccnc1OC(C)(C)C, CC(=O)O[BH-](OC(C)=O)OC(C)=O, CCOC(C)=O, ClCCl, Cl, Fc1ccccc1OCC1CCNCC1, [Na+], [Na+], [Na+], O=C([O-])[O-]. The product is CC(C)(C)Oc1nccnc1CCN1CCC(COc2ccccc2F)CC1. Reaction SMILES: [C:1]([CH3:2])([CH3:3])([CH3:4])[O:5][c:6]1[n:7][cH:8][cH:9][n:10][c:11]1[CH:12]=[CH:13][O:14][CH3:15].[C:32]([O:33][BH-:34]([O:35][C:36](=[O:37])[CH3:38])[O:39][C:40](=[O:41])[CH3:42])(=[O:43])[CH3:44].[CH3:55][CH2:56][O:57][C:58](=[O:59])[CH3:60].[Cl:52][CH2:53][Cl:54].[ClH:16].[F:17][c:18]1[c:19]([O:20][CH2:21][CH:22]2[CH2:23][CH2:24][NH:25][CH2:26][CH2:27]2)[cH:28][cH:29][cH:30][cH:31]1.[Na+:45].[Na+:46].[Na+:47].[O-:48][C:49](=[O:50])[O-:51]>>[C:1]([CH3:2])([CH3:3])([CH3:4])[O:5][c:6]1[n:7][cH:8][cH:9][n:10][c:11]1[CH2:12][CH2:13][N:25]1[CH2:24][CH2:23][CH:22]([CH2:21][O:20][c:19]2[c:18]([F:17])[cH:31][cH:30][cH:29][cH:28]2)[CH2:27][CH2:26]1. Starting materials: CC1=NOC(=C1)N (3-Methyl-5-aminoisoxazole), C(C)OC(C(C(=O)OCC)=COCC)=O (ethoxymethylenemalonic acid diethyl ester). Reaction conditions: time 45 minute. The product is C(C)OC(C(C(=O)OCC)=CNC1=CC(=NO1)C)=O ([[(3-Methyl-5-isoxazolyl)amino]methylene]malonic acid diethyl ester). RXN SMILES: [CH3:1][C:2]1[CH:6]=[C:5]([NH2:7])[O:4][N:3]=1.[CH2:8]([O:10][C:11](=[O:22])[C:12](=[CH:18]OCC)[C:13]([O:15][CH2:16][CH3:17])=[O:14])[CH3:9]>>[CH2:8]([O:10][C:11](=[O:22])[C:12](=[CH:18][NH:7][C:5]1[O:4][N:3]=[C:2]([CH3:1])[CH:6]=1)[C:13]([O:15][CH2:16][CH3:17])=[O:14])[CH3:9]. Procedure details: 112.5 g. of 3-Methyl-5-aminoisoxazole (1.14 mol.) and 248 g. of ethoxymethylenemalonic acid diethyl ester (1.14 mol.) are heated with stirring for 45 minutes at 130°. After this period, ethanol is removed under reduced pressure. The residue solidifies on cooling and is recrystallized from ethanol, m.p. 134°-136°, yield 245 g. (80%).